This data is from the Open Reaction Database (ORD), a public repository of structured organic reaction records. The task is: describe an organic reaction: reactants, conditions, products, and yield Reactants: CC1=C(C=CC=C1)O (2-methyiphenol), C(CBr)Br (ethylene dibromide), [OH-].[Na+] (NaOH). Reaction conditions: temperature 100 celsius. Product: CC1=C(OCCBr)C=CC=C1 (2-(2-methylphenoxy)ethylbromide). RXN SMILES: [CH3:1][C:2]1[CH:7]=[CH:6][CH:5]=[CH:4][C:3]=1[OH:8].[CH2:9](Br)[CH2:10][Br:11].[OH-].[Na+]>>[CH3:1][C:2]1[CH:7]=[CH:6][CH:5]=[CH:4][C:3]=1[O:8][CH2:9][CH2:10][Br:11] |f:2.3|. Procedure details: 22.4 ml (0.2 mole) of 2-methyiphenol and 34.6 ml (0.4 mole) of ethylene dibromide are mixed and heated at 100° C. The mixture is stirred vigourously with 125 ml 1.6N NaOH, continued heat and stirred till the pH value to 7. Upon cooling, after filtrating the extracted solids, the mixed solution's organic layer is extracted with chloroform and rinsing the extracted solids with NaCl and MgSO4. The generated product is filled into silica gel chromatography columns. The mixture solution of Hexane and...